This data is from the Open Reaction Database (ORD), a public repository of structured organic reaction records. The task is: describe an organic reaction: reactants, conditions, products, and yield Starting materials: BrC=1C(=NC=C(C(=O)NC2=CC=C(C=C2)OC(F)(F)F)C1)N1C[C@H](CCC1)O ((S)-5-bromo-6-(3-hydroxypiperidin-1-yl)-N-(4-(trifluoromethoxy)phenyl)nicotinamide), N1=CC(=CC=C1)B(O)O (pyridin-3-ylboronic acid). Yields the product O[C@@H]1CN(CCC1)C1=NC=C(C=C1C=1C=NC=CC1)C(=O)NC1=CC=C(C=C1)OC(F)(F)F ((S)-2-(3-Hydroxypiperidin-1-yl)-N-(4-(trifluoromethoxy)phenyl)-[3,3′-bipyridine]-5-carboxamide). RXN SMILES: Br[C:2]1[C:3]([N:22]2[CH2:27][CH2:26][CH2:25][C@H:24]([OH:28])[CH2:23]2)=[N:4][CH:5]=[C:6]([CH:21]=1)[C:7]([NH:9][C:10]1[CH:15]=[CH:14][C:13]([O:16][C:17]([F:20])([F:19])[F:18])=[CH:12][CH:11]=1)=[O:8].[N:29]1[CH:34]=[CH:33][CH:32]=[C:31](B(O)O)[CH:30]=1>>[OH:28][C@H:24]1[CH2:25][CH2:26][CH2:27][N:22]([C:3]2[C:2]([C:31]3[CH:30]=[N:29][CH:34]=[CH:33][CH:32]=3)=[CH:21][C:6]([C:7]([NH:9][C:10]3[CH:15]=[CH:14][C:13]([O:16][C:17]([F:20])([F:19])[F:18])=[CH:12][CH:11]=3)=[O:8])=[CH:5][N:4]=2)[CH2:23]1. Reported procedure: The title compound was prepared in an analogous fashion to that described in Example 118 using (S)-5-bromo-6-(3-hydroxypiperidin-1-yl)-N-(4-(trifluoromethoxy)phenyl)nicotinamide (Stage 124.1) and pyridin-3-ylboronic acid to afford a white solid. UPLC-MS (condition 1) tR=1.97 min, m/z=459.1 [M+H]+, m/z=457.1 [M−H]−; 1H-NMR (400 MHz, DMSO-d6) δ ppm 1.19-1.37 (m, 2H) 1.53-1.61 (m, 1H) 1.82 (d, J=8.56 Hz, 1H) 2.58 (dd, J=12.23, 9.05 Hz, 1H) 2.69-2.78 (m, 1H) 3.34-3.40 (m, 1H) 3.41-3.51 (m, 1H) 3.55-... The reactants are O=C(CNC(=O)c1cccc(C(F)(F)F)c1)NC1CNC1, O=C1CCC(O)(c2ccc3nc[nH]c3c2)CC1. The product is O=C(CNC(=O)c1cccc(C(F)(F)F)c1)NC1CN(C2CCC(O)(c3ccc4nc[nH]c4c3)CC2)C1. As a reaction SMILES: [NH:18]1[CH2:19][CH:20]([NH:22][C:23](=[O:24])[CH2:25][NH:26][C:27]([c:28]2[cH:29][c:30]([C:34]([F:35])([F:36])[F:37])[cH:31][cH:32][cH:33]2)=[O:38])[CH2:21]1.[n:1]1[cH:2][nH:3][c:4]2[c:5]1[cH:6][cH:7][c:8]([C:10]1([OH:17])[CH2:11][CH2:12][C:13](=[O:16])[CH2:14][CH2:15]1)[cH:9]2>>[n:1]1[cH:2][nH:3][c:4]2[c:5]1[cH:6][cH:7][c:8]([C:10]1([OH:17])[CH2:11][CH2:12][CH:13]([N:18]3[CH2:19][CH:20]([NH:22][C:23](=[O:24])[CH2:25][NH:26][C:27]([c:28]4[cH:29][c:30]([C:34]([F:35])([F:36])[F:37])[cH:31][cH:32][cH:33]4)=[O:38])[CH2:21]3)[CH2:14][CH2:15]1)[cH:9]2. Reactants: [N+](=O)([O-])C=1C=C(CN)C=CC1 (3-nitrobenzylamine), ClC=1C2=C(N=C(N1)C1=NC=CN=C1)SC(=C2)C(F)(F)F (4-chloro-2-(pyrazin-2-yl)-6-trifluoromethyl-thieno-[2,3-d]-pyrimidine). Product: N1=C(C=NC=C1)C=1N=C(C2=C(N1)SC(=C2)C(F)(F)F)NCC2=CC(=CC=C2)[N+](=O)[O-] (2-(pyrazin-2-yl)-4-(3-nitrobenzylamino)-6-trifluoromethyl-thieno-[2,3-d]-pyrimidine). As a reaction SMILES: [N+:1]([C:4]1[CH:5]=[C:6]([CH:9]=[CH:10][CH:11]=1)[CH2:7][NH2:8])([O-:3])=[O:2].Cl[C:13]1[C:14]2[CH:27]=[C:26]([C:28]([F:31])([F:30])[F:29])[S:25][C:15]=2[N:16]=[C:17]([C:19]2[CH:24]=[N:23][CH:22]=[CH:21][N:20]=2)[N:18]=1>>[N:20]1[CH:21]=[CH:22][N:23]=[CH:24][C:19]=1[C:17]1[N:18]=[C:13]([NH:8][CH2:7][C:6]2[CH:9]=[CH:10][CH:11]=[C:4]([N+:1]([O-:3])=[O:2])[CH:5]=2)[C:14]2[CH:27]=[C:26]([C:28]([F:30])([F:31])[F:29])[S:25][C:15]=2[N:16]=1. Procedure details: With the procedure of Example 1, the reaction of 3-nitrobenzylamine with 4-chloro-2-(pyrazin-2-yl)-6-trifluoromethyl-thieno-[2,3-d]-pyrimidine yields 2-(pyrazin-2-yl)-4-(3-nitrobenzylamino)-6-trifluoromethyl-thieno-[2,3-d]-pyrimidine. The reactants are N(=[N+]=[N-])C1CCC=2N(C3=CC=CC=C3C2CC(=O)OCCC)C1 (propyl (7-azido-6,7,8,9-tetrahydropyrido[1,2-α]indol-10-yl)acetate), C(#C)C1=CC=C(C=C1)C(F)(F)F (1-ethynyl-4-(trifluoromethyl)benzene). Product: FC(C1=CC=C(C=C1)C=1N=NN(C1)C1CCC=2N(C3=CC=CC=C3C2CC(=O)O)C1)(F)F ({7-[4-(4-Trifluoromethyl-phenyl)-[1,2,3]triazol-1-yl]-6,7,8,9-tetrahydropyrido[1,2-α]indol-10-yl}acetic acid). As a reaction SMILES: [N:1]([CH:4]1[CH2:23][N:8]2[C:9]3[C:14]([C:15]([CH2:16][C:17]([O:19]CCC)=[O:18])=[C:7]2[CH2:6][CH2:5]1)=[CH:13][CH:12]=[CH:11][CH:10]=3)=[N+:2]=[N-:3].[C:24]([C:26]1[CH:31]=[CH:30][C:29]([C:32]([F:35])([F:34])[F:33])=[CH:28][CH:27]=1)#[CH:25]>>[F:33][C:32]([F:34])([F:35])[C:29]1[CH:28]=[CH:27][C:26]([C:24]2[N:3]=[N:2][N:1]([CH:4]3[CH2:23][N:8]4[C:9]5[C:14]([C:15]([CH2:16][C:17]([OH:19])=[O:18])=[C:7]4[CH2:6][CH2:5]3)=[CH:13][CH:12]=[CH:11][CH:10]=5)[CH:25]=2)=[CH:31][CH:30]=1. Procedure: The title compound was prepared using procedures described in EXAMPLE 1 from propyl (7-azido-6,7,8,9-tetrahydropyrido[1,2-α]indol-10-yl)acetate and 1-ethynyl-4-(trifluoromethyl)benzene. MS (+ESI) m/z: 441.1. The reactants are COC1=CC2=C(C=3C=NN(C3CC2)C2=CC=C(C=C2)CCC)C=C1 (7-methoxy-3-(4-propylphenyl)-4,5-dihydro-3H-benzo[e]indazole). The solvent is ClCCl (dichloromethane). Run at time 8 hour. Yields the product C(CC)C1=CC=C(C=C1)N1N=CC=2C3=C(CCC12)C=C(C=C3)O (3-(4-propylphenyl)-4,5-dihydro-3H-benzo[e]indazol-7-ol). Yield: 67.9%. RXN SMILES: C[O:2][C:3]1[CH:24]=[CH:23][C:6]2[C:7]3[CH:8]=[N:9][N:10]([C:14]4[CH:19]=[CH:18][C:17]([CH2:20][CH2:21][CH3:22])=[CH:16][CH:15]=4)[C:11]=3[CH2:12][CH2:13][C:5]=2[CH:4]=1>ClCCl>[CH2:20]([C:17]1[CH:16]=[CH:15][C:14]([N:10]2[C:11]3[CH2:12][CH2:13][C:5]4[CH:4]=[C:3]([OH:2])[CH:24]=[CH:23][C:6]=4[C:7]=3[CH:8]=[N:9]2)=[CH:19][CH:18]=1)[CH2:21][CH3:22]. Procedure details: To 7-methoxy-3-(4-propylphenyl)-4,5-dihydro-3H-benzo[e]indazole (Preparation 136B, 570 mg, 1.790 mmol) in dichloromethane (8 mL), cooled to 0° C. was added borontribromide (7.16 mL, 7.16 mmol) dropwise. The reaction mixture was allowed to warm to room temperature slowly and was stirred at room temperature overnight. The reaction mixture was slowly quenched with 1 ml of MeOH. The dark colored solid that formed was filtered and dried under high vacuum to yield 370 mg of product. (yield: 62%). LC/M... Starting materials: C(=O)[O-].[NH4+] (ammonium formate), C(C=C)O[C@@H](C(=O)C1=CC(=C(C=C1)Cl)CC1=CC=C(C=C1)OCC)[C@H]([C@@H](C(COCC=C)=O)OCC=C)OCC=C ((2R,3R,4S)-2,3,4,6-tetrakis-allyloxy-1-[4-chloro-3-(4-ethoxy-benzyl)-phenyl]-hexane-1,5-dione), [BH3-]C#N.[Na+] (NaBH3CN). Solvent: CO (MeOH). Run at time 30 minute. Product: C(C=C)O[C@@H]1[C@H](N[C@H]([C@@H]([C@H]1OCC=C)OCC=C)C1=CC(=C(C=C1)Cl)CC1=CC=C(C=C1)OCC)COCC=C ((2R,3R,4R,5S,6S)-3,4,5-tris-allyloxy-2-allyloxymethyl-6-[4-chloro-3-(4-ethoxy-benzyl)-phenyl]-piperidine). The yield is 26.2%. Reaction SMILES: [CH2:1]([O:4][C@H:5]([C@@H:25]([O:38][CH2:39][CH:40]=[CH2:41])[C@H:26]([O:34][CH2:35][CH:36]=[CH2:37])[C:27](=O)[CH2:28][O:29][CH2:30][CH:31]=[CH2:32])[C:6]([C:8]1[CH:13]=[CH:12][C:11]([Cl:14])=[C:10]([CH2:15][C:16]2[CH:21]=[CH:20][C:19]([O:22][CH2:23][CH3:24])=[CH:18][CH:17]=2)[CH:9]=1)=O)[CH:2]=[CH2:3].C([O-])=O.[NH4+].[BH3-]C#[N:48].[Na+]>CO>[CH2:35]([O:34][C@H:26]1[C@H:25]([O:38][CH2:39][CH:40]=[CH2:41])[C@@H:5]([O:4][CH2:1][CH:2]=[CH2:3])[C@H:6]([C:8]2[CH:13]=[CH:12][C:11]([Cl:14])=[C:10]([CH2:15][C:16]3[CH:21]=[CH:20][C:19]([O:22][CH2:23][CH3:24])=[CH:18][CH:17]=3)[CH:9]=2)[NH:48][C@@H:27]1[CH2:28][O:29][CH2:30][CH:31]=[CH2:32])[CH:36]=[CH2:37] |f:1.2,3.4|. Procedure: To a solution of compound from Step E (0.60 g, 1.03 mmol) in MeOH (12 ml) was added 4 Å MS followed by ammonium formate (0.13 g, 2.06 mmol). NaBH3CN (0.14 g, 2.3 mmol) was then added in one portion and the mixture stirred at room temperature for 1 hour 30 minutes. The reaction mixture was then filtered and concentrated. Purification by silica gel chromatography (10%-20% EtOAc/hexanes) afforded (2R,3R,4R,5S,6S)-3,4,5-tris-allyloxy-2-allyloxymethyl-6-[4-chloro-3-(4-ethoxy-benzyl)-phenyl]-piperidin... Starting materials: solution, Br (hydrobromic acid), C(CC(C)C)OCCC(C=C)(O)C (5-isopentyloxy-3-methyl-1-penten-3-ol). Product: BrCC=C(CCOCCC(C)C)C (1-Bromo-5-isopentyloxy-3-methyl-2-pentene). As a reaction SMILES: [BrH:1].[CH2:2]([O:7][CH2:8][CH2:9][C:10]([CH3:14])(O)[CH:11]=[CH2:12])[CH2:3][CH:4]([CH3:6])[CH3:5]>>[Br:1][CH2:12][CH:11]=[C:10]([CH3:14])[CH2:9][CH2:8][O:7][CH2:2][CH2:3][CH:4]([CH3:6])[CH3:5]. Procedure details: To 40 mls of a 48% solution of hydrobromic acid are added dropwise with stirring at 5° during a period of 15 minutes 18.6 g (0.1 moles) of 5-isopentyloxy-3-methyl-1-penten-3-ol. After 30 minutes at 0°-5° the mixture is extracted with ether and the ethereal extract is washed with 10% sodium carbonate solution and then with saturated sodium chloride solution, dried with anhydrous sodium sulphate and evaporated. Reactants: CC(C)(C)[Si](C)(C)OCC1OC(n2cc(I)c(N)nc2=O)CC1O, C=CCBr, C1CCOC1, [H-], [Na+]. Yields the product C=CCOC1CC(n2cc(I)c(N)nc2=O)OC1CO[Si](C)(C)C(C)(C)C. As a reaction SMILES: [C:3]([CH3:4])([CH3:5])([CH3:6])[Si:7]([O:8][CH2:9][CH:10]1[CH:11]([OH:24])[CH2:12][CH:13]([n:15]2[c:16](=[O:17])[n:18][c:19]([NH2:20])[c:21]([I:23])[cH:22]2)[O:14]1)([CH3:25])[CH3:26].[CH2:27]([CH:28]=[CH2:29])[Br:30].[CH2:31]1[O:32][CH2:33][CH2:34][CH2:35]1.[H-:2].[Na+:1]>>[C:3]([CH3:4])([CH3:5])([CH3:6])[Si:7]([O:8][CH2:9][CH:10]1[CH:11]([O:24][CH2:29][CH:28]=[CH2:27])[CH2:12][CH:13]([n:15]2[c:16](=[O:17])[n:18][c:19]([NH2:20])[c:21]([I:23])[cH:22]2)[O:14]1)([CH3:25])[CH3:26]. The reactants are CC(=O)C (acetone), CCOC(=O)C(C1=CC=CC=C1)N (ethyl DL-phenylglycinate), C(C(O)C(O)C(=O)O)(=O)O ((+)-tartaric acid). Solvent: C(C)O (ethanol). Conditions: time 165 hour. Yields the product CCOC(=O)[C@@H](C1=CC=CC=C1)N (ethyl D-phenylglycinate), monoethanol. The yield is 89.0%. RXN SMILES: [CH3:1][CH2:2][O:3][C:4]([CH:6]([NH2:13])[C:7]1[CH:12]=[CH:11][CH:10]=[CH:9][CH:8]=1)=[O:5].C(O)(=O)C(C(C(O)=O)O)O.CC(C)=O>C(O)C>[CH3:1][CH2:2][O:3][C:4]([C@H:6]([NH2:13])[C:7]1[CH:12]=[CH:11][CH:10]=[CH:9][CH:8]=1)=[O:5]. Procedure details: A solution of ethyl DL-phenylglycinate (5.00 g., 28 mmole) and (+)-tartaric acid (4.18 g., 28 mmole, 1 equiv.) in ethanol (50 ml.) was made at 58°. The solution was cooled, acetone (4.1 ml., 55.6 mmole, 2 equiv.) was added and the mixture was stirred at 20° to 25° for 165 hours. The solid was filtered off, washed with ethanol (2 × 10 ml.) and dried at 26°/2 mm. for 41/2 hours to give ethyl D-phenylglycinate (+)-hemitartrate as a monoethanol solvate (9.338 g., 89%), [α]D -46.5° (c 2.5 H2O).